describe an organic reaction: reactants, conditions, products, and yield From a dataset of the Open Reaction Database (ORD), a public repository of structured organic reaction records. The reactants are ClC=1C=CC(=C(C(=O)C2=C(C=CC=C2F)F)C1)N1C(=NN=C1C)CO (5-chloro-2',6'-difluoro-2-[3-(hydroxymethyl)-5-methyl-4H-1,2,4-triazol-4-yl]benzophenone), P(Br)(Br)Br (phosphorus tribromide). Product: C(C1=CC=CC=C1)(=O)C1=CC=CC=C1 (benzophenone). Reaction SMILES: Cl[C:2]1[CH:3]=[CH:4][C:5](N2C(C)=NN=C2CO)=[C:6]([CH:17]=1)[C:7]([C:9]1[C:14](F)=[CH:13][CH:12]=[CH:11][C:10]=1F)=[O:8].P(Br)(Br)Br>>[C:7]([C:9]1[CH:14]=[CH:13][CH:12]=[CH:11][CH:10]=1)(=[O:8])[C:6]1[CH:17]=[CH:2][CH:3]=[CH:4][CH:5]=1. Reported procedure: In the manner given in Example 5, 5-chloro-2',6'-difluoro-2-[3-(hydroxymethyl)-5-methyl-4H-1,2,4-triazol-4-yl]benzophenone is treated with phosphorus tribromide to give 5-chloro-2',6'-difluoro-2-]3-(bromomethyl)-5-methyl-4H-1,2,4-triazol-4-yl]benzophenone. Reactants: O=C1CCN(CC1)C(=O)OCC1=CC=CC=C1 (benzyl 4-oxopiperidin-1-carboxylate), Cl.COC(CCN)=O (β-alanine methyl ester monohydrochloride), C(C)(=O)O (acetic acid), C(C)(=O)O[BH-](OC(C)=O)OC(C)=O.[Na+] (sodium triacetoxyborohydride). Solvent: ClC(C)Cl (dichloroethane). Yields the product COC(CCNC1CCN(CC1)C(=O)OCC1=CC=CC=C1)=O (Benzyl 4-[(3-methoxy-3-oxopropyl)amino]piperidin-1-carboxylate). Yield: 87.4%. RXN SMILES: O=[C:2]1[CH2:7][CH2:6][N:5]([C:8]([O:10][CH2:11][C:12]2[CH:17]=[CH:16][CH:15]=[CH:14][CH:13]=2)=[O:9])[CH2:4][CH2:3]1.Cl.[CH3:19][O:20][C:21](=[O:25])[CH2:22][CH2:23][NH2:24].C(O)(=O)C.C(O[BH-](OC(=O)C)OC(=O)C)(=O)C.[Na+]>ClC(Cl)C>[CH3:19][O:20][C:21](=[O:25])[CH2:22][CH2:23][NH:24][CH:2]1[CH2:7][CH2:6][N:5]([C:8]([O:10][CH2:11][C:12]2[CH:17]=[CH:16][CH:15]=[CH:14][CH:13]=2)=[O:9])[CH2:4][CH2:3]1 |f:1.2,4.5|. Procedure: A solution of benzyl 4-oxopiperidin-1-carboxylate (10 g), β-alanine methyl ester monohydrochloride (5.99 g), acetic acid (4 mL) and sodium triacetoxyborohydride (10.9 g) in dichloroethane (400 mL) was stirred overnight. The reaction mixture was washed with aqueous saturated sodium bicarbonate solution and saturated saline solution, dried over anhydrous sodium sulfate, and concentrated under reduced pressure to obtain the title compound (12.0 g, 87%) as a colorless oil. Starting materials: C[O-], CO, COC=O, [Na+], C1CCOC1, CC1CC2C(CCC3(C)C(O)CCC23)C2(C)CCC(=O)C=C12. Product: CC1CC2C(CCC3(C)C(O)CCC23)C2(C)CC(=CO)C(=O)C=C12. As a reaction SMILES: [CH3:27][O-:28].[CH3:30][OH:31].[CH:23](=[O:24])[O:25][CH3:26].[Na+:29].[O:32]1[CH2:33][CH2:34][CH2:35][CH2:36]1.[OH:1][CH:2]1[C:3]2([CH3:4])[CH:5]([CH2:6][CH2:7]1)[CH:8]1[CH2:9][CH:10]([CH3:22])[C:11]3=[CH:12][C:13](=[O:21])[CH2:14][CH2:15][C:16]3([CH3:17])[CH:18]1[CH2:19][CH2:20]2>>[OH:1][CH:2]1[C:3]2([CH3:4])[CH:5]([CH2:6][CH2:7]1)[CH:8]1[CH2:9][CH:10]([CH3:22])[C:11]3=[CH:12][C:13](=[O:21])[C:14](=[CH:23][OH:24])[CH2:15][C:16]3([CH3:17])[CH:18]1[CH2:19][CH2:20]2. Reactants: COC(=O)c1cc(Oc2ccc(F)cc2F)ccc1[N+](=O)[O-], CO, Cl, [Na+], [OH-], O. Product: O=C(O)c1cc(Oc2ccc(F)cc2F)ccc1[N+](=O)[O-]. As a reaction SMILES: [CH3:1][O:2][C:3]([c:4]1[c:5]([N+:19](=[O:20])[O-:21])[cH:6][cH:7][c:8]([O:10][c:11]2[c:12]([F:18])[cH:13][c:14]([F:17])[cH:15][cH:16]2)[cH:9]1)=[O:22].[CH3:27][OH:28].[ClH:25].[Na+:24].[OH-:23].[OH2:26]>>[O:2]=[C:3]([c:4]1[c:5]([N+:19](=[O:20])[O-:21])[cH:6][cH:7][c:8]([O:10][c:11]2[c:12]([F:18])[cH:13][c:14]([F:17])[cH:15][cH:16]2)[cH:9]1)[OH:22]. Starting materials: CCn1cc(C=O)c2ccc(OC)cc21, CC(C)=O, [K+], O=[Mn](=O)(=O)[O-], O. The product is CCn1cc(C(=O)O)c2ccc(OC)cc21. As a reaction SMILES: [CH2:1]([CH3:2])[n:3]1[cH:4][c:5]([CH:14]=[O:15])[c:6]2[cH:7][cH:8][c:9]([O:12][CH3:13])[cH:10][c:11]12.[CH3:22][C:23](=[O:24])[CH3:25].[K+:21].[Mn:16](=[O:17])([O-:18])(=[O:19])=[O:20].[OH2:26]>>[CH2:1]([CH3:2])[n:3]1[cH:4][c:5]([C:14](=[O:15])[OH:17])[c:6]2[cH:7][cH:8][c:9]([O:12][CH3:13])[cH:10][c:11]12.